This data is from the Open Reaction Database (ORD), a public repository of structured organic reaction records. The task is: describe an organic reaction: reactants, conditions, products, and yield Reactants: C(C)(C)C1=NN=C2N1C=C(C=C2)C#CC2=NC(=CC=C2)C (3-Isopropyl-6-(6-methylpyridin-2-ylethynyl)-[1,2,4]triazolo(4,3-a)pyridine), N(=[N+]=[N-])[Si](C)(C)C (azidotrimethylsilane). Run in CN(C)C=O (DMF). The product is C(C)(C)C1=NN=C2N1C=C(C=C2)C=2N=NNC2C2=NC(=CC=C2)C (3-Isopropyl-6-[5-(6-methyl-pyridin-2-yl)-1H-[1,2,3]triazol-4-yl]-[1,2,4]triazolo[4,3-a]pyridine). The yield is 39.1%. As a reaction SMILES: [CH:1]([C:4]1[N:8]2[CH:9]=[C:10]([C:13]#[C:14][C:15]3[CH:20]=[CH:19][CH:18]=[C:17]([CH3:21])[N:16]=3)[CH:11]=[CH:12][C:7]2=[N:6][N:5]=1)([CH3:3])[CH3:2].[N:22]([Si](C)(C)C)=[N+:23]=[N-:24]>CN(C=O)C>[CH:1]([C:4]1[N:8]2[CH:9]=[C:10]([C:13]3[N:22]=[N:23][NH:24][C:14]=3[C:15]3[CH:20]=[CH:19][CH:18]=[C:17]([CH3:21])[N:16]=3)[CH:11]=[CH:12][C:7]2=[N:6][N:5]=1)([CH3:3])[CH3:2]. Reported procedure: To a 10 mL flask was added 100 mg (0.36 mmol) of 3-Isopropyl-6-(6-methylpyridin-2-ylethynyl)-[1,2,4]triazolo(4,3-a)pyridine, 1.5 mL of anhydrous DMF, and 168 μL (1.3 mmol) of azidotrimethylsilane. The reaction mixture was heated to reflux for 16 hours. After concentrating, the residue was suspended in 30 mL of water and was extracted with (2×30 mL) ethyl acetate. The organic extracts were combined, washed with 20 mL of water, 20 mL of brine, dried over magnesium sulfate, filtered, and concentrat... Starting materials: Cl.NO (hydroxylamine hydrochloride), ClC=1C=C(C=CC1S(=O)(=O)C)[C@H](C(=O)NC1=NC=C(C=C1)Cl)CC1CCC(CC1)=O (2(R)-(3-chloro-4-methanesulfonyl-phenyl)-N-(5-chloro-pyridin-2-yl)-3-(4-oxo-cyclohexyl)-propionamide). The solvent is CO (methanol), N1=C(C=CC=C1C)C (2,6-lutidine). Run at temperature 25 celsius, time 30 minute. The product is hexanes ethyl acetate, ClC=1C=C(C=CC1S(=O)(=O)C)[C@H](C(=O)NC1=NC=C(C=C1)Cl)CC1CCC(CC1)=NO (2(R)-(3-chloro-4-methanesulfonyl-phenyl)-N-(5-chloro-pyridin-2-yl)-3-(4-hydroxyimino-cyclohexyl)-propionamide). Yield: 90.3%. As a reaction SMILES: Cl.[NH2:2][OH:3].[Cl:4][C:5]1[CH:6]=[C:7]([C@@H:15]([CH2:26][CH:27]2[CH2:32][CH2:31][C:30](=O)[CH2:29][CH2:28]2)[C:16]([NH:18][C:19]2[CH:24]=[CH:23][C:22]([Cl:25])=[CH:21][N:20]=2)=[O:17])[CH:8]=[CH:9][C:10]=1[S:11]([CH3:14])(=[O:13])=[O:12]>CO.N1C(C)=CC=CC=1C>[Cl:4][C:5]1[CH:6]=[C:7]([C@@H:15]([CH2:26][CH:27]2[CH2:32][CH2:31][C:30](=[N:2][OH:3])[CH2:29][CH2:28]2)[C:16]([NH:18][C:19]2[CH:24]=[CH:23][C:22]([Cl:25])=[CH:21][N:20]=2)=[O:17])[CH:8]=[CH:9][C:10]=1[S:11]([CH3:14])(=[O:13])=[O:12] |f:0.1|. Reported procedure: A solution of hydroxylamine hydrochloride (26.0 mg, 0.36 mmol) in methanol (0.7 mL) and 2,6-lutidine (0.7 mL) was treated with 2(R)-(3-chloro-4-methanesulfonyl-phenyl)-N-(5-chloro-pyridin-2-yl)-3-(4-oxo-cyclohexyl)-propionamide (prepared as in Example 63, 114 mg, 0.24 mmol). The reaction mixture was stirred at 25° C. for 30 min and was then concentrated in vacuo to remove methanol. The resulting residue was suspended in ethyl acetate (10 mL), washed with water 1×5 mL), dried over magnesium sulfa... Reactants: Brc1ccccn1, O=C([O-])[O-], CCOC(=O)Cc1cccc(Oc2ccc(B3OC(C)(C)C(C)(C)O3)cc2CN2C(=O)OC(c3ccccc3)C2C)c1, [K+], [K+], c1ccc(P(c2ccccc2)(c2ccccc2)[Pd](P(c2ccccc2)(c2ccccc2)c2ccccc2)(P(c2ccccc2)(c2ccccc2)c2ccccc2)P(c2ccccc2)(c2ccccc2)c2ccccc2)cc1. Product: CCOC(=O)Cc1cccc(Oc2ccc(-c3ccccn3)cc2CN2C(=O)OC(c3ccccc3)C2C)c1. RXN SMILES: [Br:43][c:44]1[cH:45][cH:46][cH:47][cH:48][n:49]1.[C:50](=[O:51])([O-:52])[O-:53].[CH2:1]([CH3:2])[O:3][C:4]([CH2:5][c:6]1[cH:7][c:8]([O:12][c:13]2[c:14]([CH2:28][N:29]3[C:30](=[O:41])[O:31][CH:32]([c:35]4[cH:36][cH:37][cH:38][cH:39][cH:40]4)[CH:33]3[CH3:34])[cH:15][c:16]([B:19]3[O:20][C:21]([CH3:22])([CH3:23])[C:24]([CH3:25])([CH3:26])[O:27]3)[cH:17][cH:18]2)[cH:9][cH:10][cH:11]1)=[O:42].[K+:54].[K+:55].[cH:56]1[cH:57][cH:58][c:59]([P:60]([Pd:61]([P:62]([c:63]2[cH:64][cH:65][cH:66][cH:67][cH:68]2)([c:69]2[cH:70][cH:71][cH:72][cH:73][cH:74]2)[c:75]2[cH:76][cH:77][cH:78][cH:79][cH:80]2)([P:81]([c:82]2[cH:83][cH:84][cH:85][cH:86][cH:87]2)([c:88]2[cH:89][cH:90][cH:91][cH:92][cH:93]2)[c:94]2[cH:95][cH:96][cH:97][cH:98][cH:99]2)[P:100]([c:101]2[cH:102][cH:103][cH:104][cH:105][cH:106]2)([c:107]2[cH:108][cH:109][cH:110][cH:111][cH:112]2)[c:113]2[cH:114][cH:115][cH:116][cH:117][cH:118]2)([c:119]2[cH:120][cH:121][cH:122][cH:123][cH:124]2)[c:125]2[cH:126][cH:127][cH:128][cH:129][cH:130]2)[cH:131][cH:132]1>>[CH2:1]([CH3:2])[O:3][C:4]([CH2:5][c:6]1[cH:7][c:8]([O:12][c:13]2[c:14]([CH2:28][N:29]3[C:30](=[O:41])[O:31][CH:32]([c:35]4[cH:36][cH:37][cH:38][cH:39][cH:40]4)[CH:33]3[CH3:34])[cH:15][c:16](-[c:44]3[cH:45][cH:46][cH:47][cH:48][n:49]3)[cH:17][cH:18]2)[cH:9][cH:10][cH:11]1)=[O:42]. Reactants: [Na] (sodium), C1(\C=C/C(=O)O1)=O (maleic anhydride), [OH-].[Na+] (sodium hydroxide), S(=O)(=O)([O-])OOS(=O)(=O)[O-].[NH4+].[NH4+] (ammonium persulfate). Yields the product C(\C=C/C(=O)[O-])(=O)[O-].[Na+].[Na+] (sodium maleate). Reaction SMILES: [C:1]1(=[O:7])[O:6][C:4](=[O:5])[CH:3]=[CH:2]1.[OH-].[Na+:9].S(OOS([O-])(=O)=O)([O-])(=O)=[O:11].[NH4+].[NH4+].[Na]>>[C:1]([O-:6])(=[O:7])/[CH:2]=[CH:3]\[C:4]([O-:11])=[O:5].[Na+:9].[Na+:9] |f:1.2,3.4.5,7.8.9,^1:21|. Reported procedure: An aqueous solution of sodium maleate was prepared by neutralizing maleic anhydride with an aqueous sodium hydroxide solution in a four-necked flask. The aqueous solution polymerization of this product was effected in the presence of ammonium persulfate at 100° C. for 5 h to obtain a dyeability-improving agent comprising sodium polymaleate having a molecular weight of 3,000. Reactants: [O-]C#N.[Na+] (Sodium cyanate), BrCC(=O)C1=CC=CC=C1 (2-bromo-1-phenylethanone), NC1CCN(CC1)C(=O)OC(C)(C)C (tert-butyl 4-aminopiperidine-1-carboxylate), CCN(C(C)C)C(C)C (DiPEA). The solvent is O (water), C(C)(=O)O (acetic acid), C(Cl)Cl (DCM), C(Cl)Cl (DCM). Reaction conditions: time 16 hour. Yields the product O=C1NC(=CN1C1CCN(CC1)C(=O)OC(C)(C)C)C1=CC=CC=C1 (tert-Butyl 4-(1,2-dihydro-2-oxo-5-phenylimidazol-3-yl)piperidine-1-carboxylate), solid. The yield is 47.0%. As a reaction SMILES: Br[CH2:2][C:3]([C:5]1[CH:10]=[CH:9][CH:8]=[CH:7][CH:6]=1)=O.[NH2:11][CH:12]1[CH2:17][CH2:16][N:15]([C:18]([O:20][C:21]([CH3:24])([CH3:23])[CH3:22])=[O:19])[CH2:14][CH2:13]1.CCN(C(C)C)C(C)C.[O-:34][C:35]#[N:36].[Na+]>C(Cl)Cl.O.C(O)(=O)C>[O:34]=[C:35]1[N:11]([CH:12]2[CH2:13][CH2:14][N:15]([C:18]([O:20][C:21]([CH3:24])([CH3:23])[CH3:22])=[O:19])[CH2:16][CH2:17]2)[CH:2]=[C:3]([C:5]2[CH:10]=[CH:9][CH:8]=[CH:7][CH:6]=2)[NH:36]1 |f:3.4|. Procedure details: tert-Butyl 4-(1,2-dihydro-2-oxo-5-phenylimidazol-3-yl)piperidine-1-carboxylate was synthesised as described in J. Med. Chem., 2005, 48, 5921. A solution of 2-bromo-1-phenylethanone (5 g, 25 mmol) in DCM (10 ml) was added dropwise to a stirred solution of tert-butyl 4-aminopiperidine-1-carboxylate (6 g, 30 mmol) and DiPEA (9.84 ml, 57.5 ml) in DCM (50 ml) over 1 hour, the reaction mixture was then stirred at room temperature for 16 hours. Sodium cyanate (3.41 g, 52.5 mmol) was added, the reaction... The reactants are O=C([O-])[O-], COc1ccc2c(c1)CC(=O)NCC2, [K+], [K+], O, O=[N+]([O-])O. Product: COc1cc2c(cc1[N+](=O)[O-])CCNC(=O)C2. RXN SMILES: [C:19](=[O:20])([O-:21])[O-:22].[CH3:1][O:2][c:3]1[cH:4][cH:5][c:6]2[c:7]([cH:14]1)[CH2:8][C:9](=[O:13])[NH:10][CH2:11][CH2:12]2.[K+:23].[K+:24].[OH2:25].[OH:15][N+:16]([O-:17])=[O:18]>>[CH3:1][O:2][c:3]1[c:4]([N+:16](=[O:15])[O-:17])[cH:5][c:6]2[c:7]([cH:14]1)[CH2:8][C:9](=[O:13])[NH:10][CH2:11][CH2:12]2. The reactants are C(O)([O-])=O.[Na+] (sodium hydrogencarbonate), C([O-])([O-])=O.[K+].[K+] (potassium carbonate), C(C1=CC=CC=C1)Br (benzyl bromide), C1(=C(C=CC=C1)C1C(CNCC1)C(=O)OC)C (methyl (3RS,4SR)-4-o-tolyl-piperidine-3-carboxylate). The solvent is CN(C=O)C (N,N-dimethylformamide). Reaction conditions: temperature 70 celsius, time 1.5 hour. Product: C(C1=CC=CC=C1)N1CC(C(CC1)C1=C(C=CC=C1)C)C(=O)OC (methyl (3RS,4SR)-1-benzyl-4-o-tolyl-piperidine-3-carboxylate). As a reaction SMILES: C(=O)([O-])[O-].[K+].[K+].[CH2:7](Br)[C:8]1[CH:13]=[CH:12][CH:11]=[CH:10][CH:9]=1.[C:15]1([CH3:31])[CH:20]=[CH:19][CH:18]=[CH:17][C:16]=1[CH:21]1[CH2:26][CH2:25][NH:24][CH2:23][CH:22]1[C:27]([O:29][CH3:30])=[O:28].C(=O)([O-])O.[Na+]>CN(C)C=O>[CH2:7]([N:24]1[CH2:25][CH2:26][CH:21]([C:16]2[CH:17]=[CH:18][CH:19]=[CH:20][C:15]=2[CH3:31])[CH:22]([C:27]([O:29][CH3:30])=[O:28])[CH2:23]1)[C:8]1[CH:13]=[CH:12][CH:11]=[CH:10][CH:9]=1 |f:0.1.2,5.6|. Procedure details: 540 mg of potassium carbonate and 0.25 mL of benzyl bromide were added to N,N-dimethylformamide (7 mL) solution of 453 mg of methyl (3RS,4SR)-4-o-tolyl-piperidine-3-carboxylate obtained in Production Example 31, and stirred at 70° C. for 1.5 hours. Then, this was restored to room temperature, aqueous saturated sodium hydrogencarbonate solution was added thereto and extracted with ether. The ether layer was washed with saturated saline water, and dried with anhydrous sodium sulfate, and the solve... Reactants: BrC1=CC=C(C=C1)C(C=O)C1=CC(=C(C=C1)OC)OC1CCCC1 (2-(4-bromophenyl)-2-(3-cyclopentyloxy-4-methoxyphenyl) acetaldehyde), C(=C)C(=O)C (methyl vinyl ketone), [OH-].[K+] (potassium hydroxide), Cl (hydrochloric acid). Run in C1CCOC1 (THF), C(C)(=O)OCC (ethyl acetate), O (Water). Reaction conditions: temperature -10 celsius. The product is BrC1=CC=C(C=C1)C1(C=CC(CC1)=O)C1=CC(=C(C=C1)OC)OC1CCCC1 (4-(4-Bromophenyl)-4-(3-cyclopentyloxy-4-methoxyphenyl)-2-cylohexen-1-one), solid. Yield: 47.0%. As a reaction SMILES: [Br:1][C:2]1[CH:7]=[CH:6][C:5]([CH:8]([C:11]2[CH:16]=[CH:15][C:14]([O:17][CH3:18])=[C:13]([O:19][CH:20]3[CH2:24][CH2:23][CH2:22][CH2:21]3)[CH:12]=2)[CH:9]=O)=[CH:4][CH:3]=1.[CH:25]([C:27]([CH3:29])=[O:28])=[CH2:26].[OH-].[K+].Cl>C1COCC1.C(OCC)(=O)C.O>[Br:1][C:2]1[CH:3]=[CH:4][C:5]([C:8]2([C:11]3[CH:16]=[CH:15][C:14]([O:17][CH3:18])=[C:13]([O:19][CH:20]4[CH2:21][CH2:22][CH2:23][CH2:24]4)[CH:12]=3)[CH2:26][CH2:25][C:27](=[O:28])[CH:29]=[CH:9]2)=[CH:6][CH:7]=1 |f:2.3|. Procedure: To a solution of 2-(4-bromophenyl)-2-(3-cyclopentyloxy-4-methoxyphenyl) acetaldehyde (2.60 g, 6.7 mmol) in THF (10 ml) was added methyl vinyl ketone (670 ul, 8.4 mmol). The solution was stirred at −10° C. and 10% ethanolic potassium hydroxide (480 ul) was added slowly. After 0.5 h the reaction mixture was warmed to room temperature and stirred for additional 1 h. Water and ethyl acetate were added and the mixture was neutralized with 3N hydrochloric acid. The layers were separated and the aqueou... Yields the product BrC1=CC=C(C=C1)[C@@H]1[C@@H](CCC1)NS(=O)(=O)C(C)C ((+,−) Cis-propane-2-sulfonic Acid (2-p-bromophenyl-cyclopentyl)-amide). RXN SMILES: C(O)(=O)C(O)=O.[Br:7][C:8]1[CH:13]=[CH:12][C:11]([CH:14]2[CH2:18][CH2:17][CH2:16][CH:15]2[NH2:19])=[CH:10][CH:9]=1.C1CCN2C(=NCCC2)CC1.[CH:31]([S:34](Cl)(=[O:36])=[O:35])([CH3:33])[CH3:32]>C(Cl)Cl>[Br:7][C:8]1[CH:9]=[CH:10][C:11]([C@H:14]2[CH2:18][CH2:17][CH2:16][C@H:15]2[NH:19][S:34]([CH:31]([CH3:33])[CH3:32])(=[O:36])=[O:35])=[CH:12][CH:13]=1 |f:0.1|. Run in C(Cl)Cl (methylene chloride), C(Cl)Cl (methylene chloride). Reactants: C1CCC2=NCCCN2CC1 (DBU), C(C)(C)S(=O)(=O)Cl (isopropylsulfonyl chloride), C(C(=O)O)(=O)O.BrC1=CC=C(C=C1)C1C(CCC1)N (2-(4-bromo-phenyl)-cyclopentylamine oxalate salt). Run at temperature 0 celsius, time 60 minute. Procedure: A 100 mL round bottom flask equipped with a magnetic stirrer was charged with (+,−) cis-[2-(4-bromo-phenyl)-cyclopentylamine oxalate salt (500 mg, 1.51 mmol), methylene chloride (5.0 mL) and the solution was cooled to 0° C. DBU (1.8 mL, 12.1 mmol) and isopropylsulfonyl chloride (1.02 mL, 9.06 mmol) were added. The reaction was then stirred at 0° C. for 60.0 minutes and brought to room temperature with stirring overnight. The reaction was diluted with methylene chloride and washed with 1N HCl, br...